describe an organic reaction: reactants, conditions, products, and yield From a dataset of the Open Reaction Database (ORD), a public repository of structured organic reaction records. The reactants are ClC1=CC=C(C=C1)NC1=NC=NC2=CC(=C(C=C12)O)OC (4-(4-chloro-phenylamino)-7-methoxy-quinazolin-6-ol), C(=O)([O-])[O-].[K+].[K+] (K2CO3), C(C=C)Br (allyl bromide). Run in CC(=O)C (acetone). Conditions: temperature 90 celsius, time 4 hour. Product: C(C=C)OC=1C=C2C(=NC=NC2=CC1OC)NC1=CC=C(C=C1)Cl ((6-allyloxy-7-methoxy-quinazolin-4-yl)-(4-chloro-phenyl)-amine). As a reaction SMILES: [Cl:1][C:2]1[CH:7]=[CH:6][C:5]([NH:8][C:9]2[C:18]3[C:13](=[CH:14][C:15]([O:20][CH3:21])=[C:16]([OH:19])[CH:17]=3)[N:12]=[CH:11][N:10]=2)=[CH:4][CH:3]=1.C([O-])([O-])=O.[K+].[K+].[CH2:28](Br)[CH:29]=[CH2:30]>CC(C)=O>[CH2:30]([O:19][C:16]1[CH:17]=[C:18]2[C:13](=[CH:14][C:15]=1[O:20][CH3:21])[N:12]=[CH:11][N:10]=[C:9]2[NH:8][C:5]1[CH:4]=[CH:3][C:2]([Cl:1])=[CH:7][CH:6]=1)[CH:29]=[CH2:28] |f:1.2.3|. Procedure details: To a solution of 4-(4-chloro-phenylamino)-7-methoxy-quinazolin-6-ol (0.61 g, 2.02 mmol) (from Example 16, Step B, supra) in acetone (50 mL) was added K2CO3 (0.84 g, 6.06 mmol), and allyl bromide (0.52 mL, 6.06 mmol) (Aldrich). The reaction mixture was heated with stirring at 90° C. for 4 hours. The mixture was cooled to room temperature, filtered and the filtrate was concentrated. The residue was purified by chromatography using EtOAc/CH2Cl2/Et3N (1:1:0.01) as eluent to give the desired (6-allyl... Starting materials: CNC1CCN(C2CCCCC2)C1, O=C(Cl)c1ccc([N+](=O)[O-])cc1. Product: CN(C(=O)c1ccc([N+](=O)[O-])cc1)C1CCN(C2CCCCC2)C1. RXN SMILES: [CH:1]1([N:7]2[CH2:8][CH:9]([NH:12][CH3:13])[CH2:10][CH2:11]2)[CH2:2][CH2:3][CH2:4][CH2:5][CH2:6]1.[N+:14](=[O:15])([O-:16])[c:17]1[cH:18][cH:19][c:20]([C:21](=[O:22])[Cl:23])[cH:24][cH:25]1>>[CH:1]1([N:7]2[CH2:8][CH:9]([N:12]([CH3:13])[C:21]([c:20]3[cH:19][cH:18][c:17]([N+:14](=[O:15])[O-:16])[cH:25][cH:24]3)=[O:22])[CH2:10][CH2:11]2)[CH2:2][CH2:3][CH2:4][CH2:5][CH2:6]1. Reactants: CCCCOC(=O)c1ncc2cc(Oc3ccc(F)cc3)ccc2c1O, CO, CC(N)C(=O)O. The product is CC(NC(=O)c1ncc2cc(Oc3ccc(F)cc3)ccc2c1O)C(=O)O. As a reaction SMILES: [CH2:1]([O:2][C:6](=[O:7])[c:8]1[n:9][cH:10][c:11]2[cH:12][c:13]([O:19][c:20]3[cH:21][cH:22][c:23]([F:26])[cH:24][cH:25]3)[cH:14][cH:15][c:16]2[c:17]1[OH:18])[CH2:3][CH2:4][CH3:5].[CH3:33][OH:34].[NH2:27][CH:28]([CH3:29])[C:30](=[O:31])[OH:32]>>[C:6](=[O:7])([c:8]1[n:9][cH:10][c:11]2[cH:12][c:13]([O:19][c:20]3[cH:21][cH:22][c:23]([F:26])[cH:24][cH:25]3)[cH:14][cH:15][c:16]2[c:17]1[OH:18])[NH:27][CH:28]([CH3:29])[C:30](=[O:31])[OH:32]. Starting materials: N1C=NC2=C1C=CC(=C2)N (1H-Benzoimidazol-5-ylamine), N1=C2C(=NS1)C=C(C=C2)C=O (Benzo[1,2,5]thiadiazole-5-carbaldehyde), C(C)OC(C(CC1=CC(=CC=C1)O)=O)=O (3-(3-Hydroxy-phenyl)-2-oxo-propionic acid ethyl ester). The solvent is C(C)O (ethanol). Run at temperature 50 celsius, time 24 hour. The product is N1C=NC2=C1C=CC(=C2)N2C(C(=C(C2C2=CC=1C(=NSN1)C=C2)C2=CC(=CC=C2)O)O)=O (1-(1H-Benzoimidazol-5-yl)-5-benzo[c][1,2,5]thiadiazol-5-yl-3-hydroxy-4-(3-hydroxy-phenyl)-1,5-dihydro-pyrrol-2-one). As a reaction SMILES: [NH:1]1[C:5]2[CH:6]=[CH:7][C:8]([NH2:10])=[CH:9][C:4]=2[N:3]=[CH:2]1.[N:11]1[S:15][N:14]=[C:13]2[CH:16]=[C:17]([CH:20]=O)[CH:18]=[CH:19][C:12]=12.C([O:24][C:25](=O)[C:26](=[O:35])[CH2:27][C:28]1[CH:33]=[CH:32][CH:31]=[C:30]([OH:34])[CH:29]=1)C>C(O)C>[NH:1]1[C:5]2[CH:6]=[CH:7][C:8]([N:10]3[CH:20]([C:17]4[CH:18]=[CH:19][C:12]5=[N:11][S:15][N:14]=[C:13]5[CH:16]=4)[C:27]([C:28]4[CH:33]=[CH:32][CH:31]=[C:30]([OH:34])[CH:29]=4)=[C:26]([OH:35])[C:25]3=[O:24])=[CH:9][C:4]=2[N:3]=[CH:2]1. Procedure: 1H-Benzoimidazol-5-ylamine (1 mmol) and Benzo[1,2,5]thiadiazole-5-carbaldehyde (1 mmol) were added to ethanol (5 ml). After 30 min 3-(3-Hydroxy-phenyl)-2-oxo-propionic acid ethyl ester (1 mmol) was added. The reaction was heated to 50° C. and stirred for 24 h. After evaporation of the solvent the residue was purified with chromatographic methods.